Dataset: the Open Reaction Database (ORD), a public repository of structured organic reaction records. Task: describe an organic reaction: reactants, conditions, products, and yield The reactants are FC1=CC=C(C=C1)C1(CCC1)C1=NCCC2=CC=C(C=C12)OCCNC(OC(C)(C)C)=O (tert-Butyl [2-({1-[1-(4-fluorophenyl)cyclobutyl]-3,4-dihydroisoquinolin-7-yl}oxy)ethyl]carbamate), Cl (hydrochloric acid). Solvent: ClCCl (dichloromethane), C(C)(C)O (isopropanol). Product: FC1=CC=C(C=C1)C1(CCC1)C1=NCCC2=CC=C(C=C12)OCCN (2-({1-[1-(4-Fluorophenyl)cyclobutyl]-3,4-dihydroisoquinolin-7-yl}oxy)ethanamine). RXN SMILES: [F:1][C:2]1[CH:7]=[CH:6][C:5]([C:8]2([C:12]3[C:21]4[C:16](=[CH:17][CH:18]=[C:19]([O:22][CH2:23][CH2:24][NH:25]C(=O)OC(C)(C)C)[CH:20]=4)[CH2:15][CH2:14][N:13]=3)[CH2:11][CH2:10][CH2:9]2)=[CH:4][CH:3]=1.Cl>ClCCl.C(O)(C)C>[F:1][C:2]1[CH:7]=[CH:6][C:5]([C:8]2([C:12]3[C:21]4[C:16](=[CH:17][CH:18]=[C:19]([O:22][CH2:23][CH2:24][NH2:25])[CH:20]=4)[CH2:15][CH2:14][N:13]=3)[CH2:11][CH2:10][CH2:9]2)=[CH:4][CH:3]=1. Procedure: tert-Butyl [2-({1-[1-(4-fluorophenyl)cyclobutyl]-3,4-dihydroisoquinolin-7-yl}oxy)ethyl]carbamate (2.5 g, 5.7 mmol) was dissolved in dichloromethane (30 mL) and 5N hydrochloric acid in isopropanol (20 mL) was added. After stirring over night at room temperature the solvent was evaporated in vacuo. Water (30 mL) was added and the aqueous phase was neutralized with saturated aqueous NaHCO3 and extracted with dichloromethane. The combined organic layers were washed with brine (20 mL), dried (MgSO4) ...